Dataset: the Open Reaction Database (ORD), a public repository of structured organic reaction records. Task: describe an organic reaction: reactants, conditions, products, and yield Starting materials: ClC1=NOCC2=C1C=C(C=C2)Cl (4,6-dichloro-1H-2,3-benzoxazine), NN (hydrazine). The solvent is C(C)O (ethanol). Yields the product ClC=1C=CC2=C(C(=NOC2)NN)C1 (6-chloro-4-hydrazino-1H-2,3-benzoxazine). The yield is 60.0%. RXN SMILES: Cl[C:2]1[C:7]2[CH:8]=[C:9]([Cl:12])[CH:10]=[CH:11][C:6]=2[CH2:5][O:4][N:3]=1.[NH2:13][NH2:14]>C(O)C>[Cl:12][C:9]1[CH:10]=[CH:11][C:6]2[CH2:5][O:4][N:3]=[C:2]([NH:13][NH2:14])[C:7]=2[CH:8]=1. Procedure: An amount of 3.6 g. of 4,6-dichloro-1H-2,3-benzoxazine and 1.8 ml. of anhydrous hydrazine are dissolved in 18 ml. of absolute ethanol and refluxed for 30 minutes. The mixture is allowed to cool, then is distilled in vacuo. The residue is taken up with methylene chloride and filtered from precipitated hydrazine hydrochloride. The filtered solution is distilled to dryness and the residue crystallized from ethanol. An amount of 2.10 g. of 6-chloro-4-hydrazino-1H-2,3-benzoxazine is obtained. Reactants: N1C=NC=2N=CNC2C1=O (hypoxanthine), CN(C1=CC=CC=C1)C (N,N-dimethylaniline), P(=O)(Cl)(Cl)Cl (phosphorus oxychloride), CS(=O)(=O)O (methanesulfonic acid). Conditions: time 1 hour. Yields the product CS(=O)(=O)O.ClC1=C2NC=NC2=NC=N1 (6-chloropurine methanesulfonate). The yield is 78.0%. RXN SMILES: [NH:1]1[C:9](=O)[C:8]2[NH:7][CH:6]=[N:5][C:4]=2[N:3]=[CH:2]1.CN(C)C1C=CC=CC=1.[CH3:20][S:21]([OH:24])(=[O:23])=[O:22].P(Cl)(Cl)([Cl:27])=O>>[CH3:20][S:21]([OH:24])(=[O:23])=[O:22].[Cl:27][C:9]1[N:1]=[CH:2][N:3]=[C:4]2[C:8]=1[NH:7][CH:6]=[N:5]2 |f:4.5|. Procedure: A mixture of 5 g (0.0368 mole) of hypoxanthine, 12.5 ml of N,N-dimethylaniline and 150 ml of phosphorus oxychloride was refluxed for 40 minutes. Excess phosphorus oxychloride was removed by vacuum distillation with an external oil bath having a temperature below 70° C. and 200 ml of methylene chloride were added to the oily residue. The red methylene chloride solution was cooled in an ice bath and 6 g (0.063 mole) of methanesulfonic acid were added slowly. The mixture was left in an ice bath wit... The reactants are [BH3-]C#N, CO, CCOC(C)=O, O=CC1CCCCCC1, [Cl-], [Cl-], O=C(OC1CCNCC1)C(O)(c1ccccc1)C1CCC(F)(F)C1, [Na+], [Zn+2]. Yields the product O=C(OC1CCN(CC2CCCCCC2)CC1)C(O)(c1ccccc1)C1CCC(F)(F)C1. As a reaction SMILES: [C:34]([BH3-:35])#[N:36].[CH3:38][OH:39].[CH3:40][CH2:41][O:42][C:43](=[O:44])[CH3:45].[CH:25]1([CH:32]=[O:33])[CH2:26][CH2:27][CH2:28][CH2:29][CH2:30][CH2:31]1.[Cl-:46].[Cl-:48].[F:1][C:2]1([F:24])[CH2:3][CH:4]([C:7]([C:8](=[O:9])[O:10][CH:11]2[CH2:12][CH2:13][NH:14][CH2:15][CH2:16]2)([c:17]2[cH:18][cH:19][cH:20][cH:21][cH:22]2)[OH:23])[CH2:5][CH2:6]1.[Na+:37].[Zn+2:47]>>[F:1][C:2]1([F:24])[CH2:3][CH:4]([C:7]([C:8](=[O:9])[O:10][CH:11]2[CH2:12][CH2:13][N:14]([CH2:32][CH:25]3[CH2:26][CH2:27][CH2:28][CH2:29][CH2:30][CH2:31]3)[CH2:15][CH2:16]2)([c:17]2[cH:18][cH:19][cH:20][cH:21][cH:22]2)[OH:23])[CH2:5][CH2:6]1. Starting materials: BrC=1C=C(C=O)C=CC1 (3-bromobenzaldehyde), C1=C(C=CC=C1O)C (m-cresol), C([O-])([O-])=O.[K+].[K+] (potassium carbonate), N1=CC=CC2=CC=CC=C12 (quinoline). Reagents/catalysts: [Cu]=O (copper oxide). Solvent: N1=CC=CC=C1 (pyridine). Reaction conditions: temperature 170 celsius, time 24 hour. The product is CC=1C=C(OC=2C=C(C=O)C=CC2)C=CC1 (3-(3-methylphenoxy)benzaldehyde). Yield: 72.1%. RXN SMILES: Br[C:2]1[CH:3]=[C:4]([CH:7]=[CH:8][CH:9]=1)[CH:5]=[O:6].[CH:10]1[C:15]([OH:16])=[CH:14][CH:13]=[CH:12][C:11]=1[CH3:17].C(=O)([O-])[O-].[K+].[K+].N1C2C(=CC=CC=2)C=CC=1>[Cu]=O.N1C=CC=CC=1>[CH3:17][C:11]1[CH:10]=[C:15]([CH:14]=[CH:13][CH:12]=1)[O:16][C:2]1[CH:3]=[C:4]([CH:7]=[CH:8][CH:9]=1)[CH:5]=[O:6] |f:2.3.4|. Procedure: A mixture of 3-bromobenzaldehyde (7.01 g, 37.9 mmol), m-cresol (4.51 g, 41.7 mmol), copper oxide (II) (4.53 g, 56.9 mmol), potassium carbonate (7.86 g, 56.9 mmol), pyridine (50 mL) and quinoline (25 mL) was stirred under a nitrogen atmosphere at 170° C. for 24 hrs. The reaction mixture was cooled and pyridine was evaporated under reduced pressure. Ethyl acetate was added to the residue, the insoluble material was filtered off, and the filtrate was washed with 1 M hydrochloric acid and saturated ... Yields the product CCCCOC(C)Oc1ccc(-c2ccc3c(c2)C=C(C(=O)O)CCN3Cc2nccn2C)cc1. Starting materials: CCCCOC(C)Oc1ccc(-c2ccc3c(c2)C=C(C(=O)OC)CCN3Cc2nccn2C)cc1, CO, Cl, [Na+], C1CCOC1, [OH-], O. As a reaction SMILES: [CH2:1]([CH2:2][CH2:3][CH3:4])[O:5][CH:6]([CH3:7])[O:8][c:9]1[cH:10][cH:11][c:12](-[c:15]2[cH:16][cH:17][c:18]3[c:19]([cH:36]2)[CH:20]=[C:21]([C:32](=[O:33])[O:34][CH3:35])[CH2:22][CH2:23][N:24]3[CH2:25][c:26]2[n:27]([CH3:31])[cH:28][cH:29][n:30]2)[cH:13][cH:14]1.[CH3:46][OH:47].[ClH:40].[Na+:38].[O:41]1[CH2:42][CH2:43][CH2:44][CH2:45]1.[OH-:37].[OH2:39]>>[CH2:1]([CH2:2][CH2:3][CH3:4])[O:5][CH:6]([CH3:7])[O:8][c:9]1[cH:10][cH:11][c:12](-[c:15]2[cH:16][cH:17][c:18]3[c:19]([cH:36]2)[CH:20]=[C:21]([C:32](=[O:33])[OH:34])[CH2:22][CH2:23][N:24]3[CH2:25][c:26]2[n:27]([CH3:31])[cH:28][cH:29][n:30]2)[cH:13][cH:14]1. Reactants: CCC(=O)Nc1cc(C(C)(C)C)[nH]n1, O=[N+]([O-])O, O=S(=O)(O)O. Yields the product CCC(=O)Nc1n[nH]c(C(C)(C)C)c1[N+](=O)[O-]. As a reaction SMILES: [C:1]([CH3:2])([CH3:3])([CH3:4])[c:5]1[cH:6][c:7]([NH:10][C:11]([CH2:12][CH3:13])=[O:14])[n:8][nH:9]1.[OH:15][N+:16]([O-:17])=[O:18].[S:19](=[O:20])(=[O:21])([OH:22])[OH:23]>>[C:1]([CH3:2])([CH3:3])([CH3:4])[c:5]1[c:6]([N+:16](=[O:15])[O-:17])[c:7]([NH:10][C:11]([CH2:12][CH3:13])=[O:14])[n:8][nH:9]1. The reactants are CN(C=O)C (N,N-dimethylformamide), OC=1C=NC=CC1 (3-hydroxypyridine), FC1=CC=C(C=O)C=C1 (4-fluorobenzaldehyde), C([O-])([O-])=O.[K+].[K+] (potassium carbonate). Run in O (water). Conditions: temperature 70 celsius, time 17 hour. The product is N1=CC(=CC=C1)OC1=CC=C(C=O)C=C1 (4-(Pyridine-3-yloxy)-benzaldehyde). Isolated yield 27.1%. Reaction SMILES: CN(C)C=O.[OH:6][C:7]1[CH:8]=[N:9][CH:10]=[CH:11][CH:12]=1.F[C:14]1[CH:21]=[CH:20][C:17]([CH:18]=[O:19])=[CH:16][CH:15]=1.C(=O)([O-])[O-].[K+].[K+]>O>[N:9]1[CH:10]=[CH:11][CH:12]=[C:7]([O:6][C:14]2[CH:21]=[CH:20][C:17]([CH:18]=[O:19])=[CH:16][CH:15]=2)[CH:8]=1 |f:3.4.5|. Procedure details: To an N,N-dimethylformamide (30.0 mL) solution of 3-hydroxypyridine (3.00 g, 31.5 mmol) and 4-fluorobenzaldehyde (5.08 g, 41.0 mmol) was added potassium carbonate (8.71 g, 63.0 mmol) under nitrogen atmosphere, which was stirred for 17 hours at 70° C. The reaction mixture was then cooled to room temperature and water was added thereto, followed by extraction with ethyl acetate. The organic layer was washed with saturated aqueous sodium chloride, and the solvent was evaporated under a reduced pres...